This data is from the Open Reaction Database (ORD), a public repository of structured organic reaction records. The task is: describe an organic reaction: reactants, conditions, products, and yield The reactants are [Al+3], CCOCC, CCC(=O)C1(C)CC=C(C)CC1C, Cl, [H-], [H-], [H-], [H-], [H][H], [Li+], O. Product: CCC(O)C1(C)CC=C(C)CC1C. Reaction SMILES: [Al+3:2].[CH3:23][CH2:24][O:25][CH2:26][CH3:27].[CH3:7][C:8]1([C:16]([CH2:17][CH3:18])=[O:19])[CH2:9][CH:10]=[C:11]([CH3:15])[CH2:12][CH:13]1[CH3:14].[ClH:22].[H-:1].[H-:4].[H-:5].[H-:6].[H:20][H:21].[Li+:3].[OH2:28]>>[CH3:7][C:8]1([CH:16]([CH2:17][CH3:18])[OH:19])[CH2:9][CH:10]=[C:11]([CH3:15])[CH2:12][CH:13]1[CH3:14].